Dataset: the Open Reaction Database (ORD), a public repository of structured organic reaction records. Task: describe an organic reaction: reactants, conditions, products, and yield Starting materials: ClC1=CC=C(C=C1)C1=CC=C(O1)C=O (5-(4-Chlorophenyl)-2-furancarboxaldehyde), Cl (hydrochloric acid), NN1C(OC(C1)CN1CCCCC1)=O (3-amino-5-(1-piperidinyl)methyl-2-oxazolidinone). Solvent: alcohol. The product is Cl.ClC1=CC=C(C=C1)C1=CC=C(O1)C=NN1C(OC(C1)CN1CCCCC1)=O (3-[[[5-(4-chlorophenyl)-2-furanyl]methylene]amino]-5-(1-piperidinylmethyl)-2-oxazolidinone hydrochloride). RXN SMILES: [Cl:1][C:2]1[CH:7]=[CH:6][C:5]([C:8]2[O:12][C:11]([CH:13]=O)=[CH:10][CH:9]=2)=[CH:4][CH:3]=1.[NH2:15][N:16]1[CH2:20][CH:19]([CH2:21][N:22]2[CH2:27][CH2:26][CH2:25][CH2:24][CH2:23]2)[O:18][C:17]1=[O:28].Cl>>[ClH:1].[Cl:1][C:2]1[CH:3]=[CH:4][C:5]([C:8]2[O:12][C:11]([CH:13]=[N:15][N:16]3[CH2:20][CH:19]([CH2:21][N:22]4[CH2:27][CH2:26][CH2:25][CH2:24][CH2:23]4)[O:18][C:17]3=[O:28])=[CH:10][CH:9]=2)=[CH:6][CH:7]=1 |f:3.4|. Procedure: 5-(4-Chlorophenyl)-2-furancarboxaldehyde [prepared as described in U.S. Pat. No. 4,882,354, to Huang et al. (assigned to Norwich Eaton Pharmaceuticals, Inc.,) issued Nov. 21, 1984; see cols. 7 & 8, hereby incorporated by reference] (3.92 g, 19.0 mmole) and 3-amino-5-(1-piperidinyl)methyl-2-oxazolidinone (3.78 g, 19.0 mole)[(prepared as described in U.S. Pat. No. 2,802,002 to Gever, (assigned to Norwich Eaton Pharmaceuticals, Inc. issued Aug. 6, 1957, see Example I, Part A, hereby incorporated by... The reactants are O1[C@@H](CCC1)[C@H]1C[C@@H]2C(=NOC2)CO1 ((3aR,5R)-5-[(2S)-Tetrahydrofuran-2-yl]-3,3a,4,5-tetrahydro-7H-pyrano[3,4-c][1,2]oxazole), FC1=C(C=CC(=C1)F)C12NOCC1CC(OC2)[C@H]2[C@@H](C2)C (7a-(2,4-difluorophenyl)-5-[(1R,2R)-2-methylcyclopropyl]hexahydro-1H-pyrano[3,4-c][1,2]oxazole). Yields the product FC1=C(C=CC(=C1)F)[C@@]12NOC[C@@H]1C[C@@H](OC2)[C@H]2OCCC2 ((3aR,5R,7aS)-7a-(2,4-difluorophenyl)-5-[(2S)-tetrahydrofuran-2-yl]hexahydro-1H-pyrano[3,4-c][1,2]oxazole). RXN SMILES: [O:1]1[CH2:5][CH2:4][CH2:3][C@H:2]1[C@@H:6]1[O:14][CH2:13][C:9]2=[N:10][O:11][CH2:12][C@@H:8]2[CH2:7]1.[F:15][C:16]1[CH:21]=[C:20]([F:22])[CH:19]=[CH:18][C:17]=1C12COC([C@@H]3C[C@H]3C)CC1CON2>>[F:15][C:16]1[CH:21]=[C:20]([F:22])[CH:19]=[CH:18][C:17]=1[C@:9]12[CH2:13][O:14][C@@H:6]([C@@H:2]3[CH2:3][CH2:4][CH2:5][O:1]3)[CH2:7][C@H:8]1[CH2:12][O:11][NH:10]2. Procedure details: (3aR,5R)-5-[(2S)-Tetrahydrofuran-2-yl]-3,3a,4,5-tetrahydro-7H-pyrano[3,4-c][1,2]oxazole (C99) was converted to the product using the method described for the synthesis of 7a-(2,4-difluorophenyl)-5-[(1R,2R)-2-methylcyclopropyl]hexahydro-1H-pyrano[3,4-c][1,2]oxazole (C86) in Example 20. Yield: 1.4 g, 4.5 mmol, 36%. LCMS m/z 312.1 [M+H+]. 1H NMR (400 MHz, CDCl3) δ 7.89-7.95 (m, 1H), 6.87-6.91 (m, 1H), 6.77-6.83 (m, 1H), 6.29 (s, 1H), 4.10 (dd, J=12.5, 1.5 Hz, 1H), 3.72-3.92 (m, 5H), 3.53-3.57 (m, 2...